This data is from the Open Reaction Database (ORD), a public repository of structured organic reaction records. The task is: describe an organic reaction: reactants, conditions, products, and yield Reactants: ClC1=CC(=C(C=C1)C1=CC=C(C=C1)NC(C#CC1=CC=C(C=C1)CO)=O)F (3-(4-hydroxymethylphenyl)propynoic acid-(4′-chloro-2′-fluorobiphenyl-4-yl)amide), CS(=O)(=O)Cl (methanesulfonic acid chloride), ClCCl.CO.N (dichloromethane methanol ammonia). Yields the product CS(=O)(=O)OCC1=CC=C(C=C1)C#CC(NC1=CC=C(C=C1)C1=C(C=C(C=C1)Cl)F)=O (4-[(4′-chloro-2′-fluorobiphenyl-4-ylcarbamoyl)ethynyl]benzyl methanesulfonate). RXN SMILES: [Cl:1][C:2]1[CH:7]=[CH:6][C:5]([C:8]2[CH:13]=[CH:12][C:11]([NH:14][C:15](=[O:26])[C:16]#[C:17][C:18]3[CH:23]=[CH:22][C:21]([CH2:24][OH:25])=[CH:20][CH:19]=3)=[CH:10][CH:9]=2)=[C:4]([F:27])[CH:3]=1.[CH3:28][S:29](Cl)(=[O:31])=[O:30].ClCCl.CO.N>>[CH3:28][S:29]([O:25][CH2:24][C:21]1[CH:22]=[CH:23][C:18]([C:17]#[C:16][C:15](=[O:26])[NH:14][C:11]2[CH:12]=[CH:13][C:8]([C:5]3[CH:6]=[CH:7][C:2]([Cl:1])=[CH:3][C:4]=3[F:27])=[CH:9][CH:10]=2)=[CH:19][CH:20]=1)(=[O:31])=[O:30] |f:2.3.4|. Procedure details: Prepared analogously to Example 1.2.b. from 3-(4-hydroxymethylphenyl)propynoic acid-(4′-chloro-2′-fluorobiphenyl-4-yl)amide and methanesulfonic acid chloride. Yield: 0.23 g (50% of theory); C23H17ClFN2O2S (M=457.91); calc.: molecular ion peak (M+H)+: 456/458; found: molecular ion peak (M+H)+: 456/458; Rf value: 0.5 (silica gel, dichloromethane/methanol/ammonia (20:1:0.1)). Reactants: ClC=1C=C(C=CC1)C(CCCCN1CCC(CC1)C=1C=C(C=CC1)NC(C(C)C)=O)=O (N-(3-{1-[5-(3-chlorophenyl)-5-oxopentyl]-4-piperidinyl}phenyl)-2-methylpropanamide), Cl.CC1=CC=C(C=C1)NN (4-methylphenylhydrazine hydrochloride). The product is ClC=1C=C(C=CC1)C=1NC2=CC=C(C=C2C1CCCN1CCC(CC1)C=1C=C(C=CC1)NC(C(C)C)=O)C (N-[3-(1-{3-[2-(3-CHLOROPHENYL)-5-METHYL-1H-INDOL-3-YL]PROPYL}-4-PIPERIDINYL)PHENYL]-2-METHYLPROPANAMIDE). RXN SMILES: [Cl:1][C:2]1[CH:3]=[C:4]([C:8](=O)[CH2:9][CH2:10][CH2:11][CH2:12][N:13]2[CH2:18][CH2:17][CH:16]([C:19]3[CH:20]=[C:21]([NH:25][C:26](=[O:30])[CH:27]([CH3:29])[CH3:28])[CH:22]=[CH:23][CH:24]=3)[CH2:15][CH2:14]2)[CH:5]=[CH:6][CH:7]=1.Cl.[CH3:33][C:34]1[CH:39]=[CH:38][C:37]([NH:40]N)=[CH:36][CH:35]=1>>[Cl:1][C:2]1[CH:3]=[C:4]([C:8]2[NH:40][C:37]3[C:38]([C:9]=2[CH2:10][CH2:11][CH2:12][N:13]2[CH2:18][CH2:17][CH:16]([C:19]4[CH:20]=[C:21]([NH:25][C:26](=[O:30])[CH:27]([CH3:29])[CH3:28])[CH:22]=[CH:23][CH:24]=4)[CH2:15][CH2:14]2)=[CH:39][C:34]([CH3:33])=[CH:35][CH:36]=3)[CH:5]=[CH:6][CH:7]=1 |f:1.2|. Procedure: Prepared by Procedure E and Scheme M using N-(3-{1-[5-(3-chlorophenyl)-5-oxopentyl]-4-piperidinyl}phenyl)-2-methylpropanamide and 4-methylphenylhydrazine hydrochloride: ESMS m/e: 528.2 (M+H)+. The reactants are N1=CC=C(C=C1)N1CCC(C(=O)O)CC1 (N-(4-pyridyl)isonipecotic acid), NC1=C(C(=O)NC2=CC=C(C=C2)OC)C=CC=C1 (2-amino-N-(4-methoxyphenyl)benzamide), N1=CC=CC=C1 (pyridine), S(=O)(Cl)Cl (thionyl chloride). The solvent is ClCCl (dichloromethane), ClCCl (dichloromethane). Run at time 8 hour. Yields the product COC1=CC=C(C=C1)NC(C1=C(C=CC=C1)NC(=O)C1CCN(CC1)C1=CC=NC=C1)=O (N-(4-methoxyphenyl)-2-[[1-(4-pyridyl)piperidin-4-ylcarbonyl]amino]benzamide). Isolated yield 30.2%. RXN SMILES: [N:1]1[CH:6]=[CH:5][C:4]([N:7]2[CH2:15][CH2:14][CH:10]([C:11]([OH:13])=O)[CH2:9][CH2:8]2)=[CH:3][CH:2]=1.S(Cl)(Cl)=O.[NH2:20][C:21]1[CH:37]=[CH:36][CH:35]=[CH:34][C:22]=1[C:23]([NH:25][C:26]1[CH:31]=[CH:30][C:29]([O:32][CH3:33])=[CH:28][CH:27]=1)=[O:24].N1C=CC=CC=1>ClCCl>[CH3:33][O:32][C:29]1[CH:28]=[CH:27][C:26]([NH:25][C:23](=[O:24])[C:22]2[CH:34]=[CH:35][CH:36]=[CH:37][C:21]=2[NH:20][C:11]([CH:10]2[CH2:9][CH2:8][N:7]([C:4]3[CH:3]=[CH:2][N:1]=[CH:6][CH:5]=3)[CH2:15][CH2:14]2)=[O:13])=[CH:31][CH:30]=1. Procedure details: To a stirred suspension of N-(4-pyridyl)isonipecotic acid (0.2 g, 1 mmol) in dichloromethane (70 mL) was added thionyl chloride (0.11 mL, 1.5 mmol). After stirring overnight, the solvent was removed in vacuo and the residue was dissolved in dichloromethane (10 mL) and added to a stirred solution of 2-amino-N-(4-methoxyphenyl)benzamide (0.186 g, 0.77 mmol) and pyridine (0.19 g, 0.85 mmol) in dichloromethane (25 mL). After stirring for 72 h, the solution was transferred to a separatory funnel and ... Starting materials: C(CCC)[Li] (n-butyllithium), BrC(=CCC(C)C)Br (1,1-dibromo-4-methyl-pent-1-ene), ClC(=O)OCC (ethyl chloroformate). Run in C1CCOC1 (THF). Run at temperature -78 celsius, time 1 hour. The product is C(C)OC(C#CCC(C)C)=O (5-methyl-hex-2-ynoic acid ethyl ester). The yield is 99.1%. Reaction SMILES: Br[C:2](Br)=[CH:3][CH2:4][CH:5]([CH3:7])[CH3:6].C([Li])CCC.Cl[C:15]([O:17][CH2:18][CH3:19])=[O:16]>C1COCC1>[CH2:18]([O:17][C:15](=[O:16])[C:2]#[C:3][CH2:4][CH:5]([CH3:7])[CH3:6])[CH3:19]. Reported procedure: 1,1-Dibromo-4-methyl-pent-1-ene 6 (40 g, 165.9 mmol) was dissolved in dry THF (120 mL) and cooled to −78° C. While stirring, n-butyllithium (1.6 M solution in hexane, 190.8 mL, 305 mmol) was added dropwise in a few minutes. After 1 hour, ethyl chloroformate (15 mL, 154.5 mmol) was added, and the reaction was stirred overnight during which it warmed to room temperature. It was poured onto water and extracted with ether (3×250 mL), dried on magnesium sulfate and evaporated. The light oil was flash... The reactants are CN(C)C[C@H]1CN(CCC1)C([C@@H](CC1=CC=CC=C1)NC)=O ((2R)-1-((3S)-3-((dimethylamino)methyl)piperidin-1-yl)-2-methylamino-3-phenylpropan-1-one), C(C)N(C(C)C)C(C)C (ethyldiisopropylamine), Cl.CN(CCCN=C=NCC)C (N-(3-dimethylaminopropyl)-N′-ethylcarbodiimide hydrochloride), C(C)(C)(C)OC(=O)N(C)[C@@H](C(=O)O)CC1=CC2=CC=CC=C2C=C1 ((2R)-2-(N-(tert-butoxycarbonyl)-N-methylamino)-3-(2-naphthyl)-propionic acid), ON1N=NC2=C1N=CC=C2 (1-hydroxy-7-azabenzotriazole). Solvent: ClCCl (dichloromethane), C(C)(=O)OCC (Ethyl acetate), ClCCl (dichloromethane), CN(C=O)C (N,N-dimethylformamide). Conditions: temperature 0 celsius, time 20 minute. The product is C(C)(C)(C)OC(N(C)[C@H](CC1=CC2=CC=CC=C2C=C1)C(N(C)[C@@H](C(=O)N1C[C@@H](CCC1)CN(C)C)CC1=CC=CC=C1)=O)=O (N-((1R)-1-{N-[(1R)-1-benzyl-2-((3S)-3-((dimethylamino)methyl)piperidin-1-yl)-2-oxoethyl]-N-methylcarbamoyl}-2-(2-naphthyl)ethyl)-N-methylcarbamic acid tert-butyl ester). The yield is 96.9%. As a reaction SMILES: Cl.CN(C)CCCN=C=NCC.[C:13]([O:17][C:18]([N:20]([C@H:22]([CH2:26][C:27]1[CH:36]=[CH:35][C:34]2[C:29](=[CH:30][CH:31]=[CH:32][CH:33]=2)[CH:28]=1)[C:23]([OH:25])=O)[CH3:21])=[O:19])([CH3:16])([CH3:15])[CH3:14].ON1C2N=CC=CC=2N=N1.[CH3:47][N:48]([CH2:50][C@@H:51]1[CH2:56][CH2:55][CH2:54][N:53]([C:57](=[O:68])[C@H:58]([NH:66][CH3:67])[CH2:59][C:60]2[CH:65]=[CH:64][CH:63]=[CH:62][CH:61]=2)[CH2:52]1)[CH3:49].C(N(C(C)C)C(C)C)C>ClCCl.CN(C)C=O.C(OCC)(=O)C>[C:13]([O:17][C:18](=[O:19])[N:20]([C@@H:22]([C:23](=[O:25])[N:66]([C@H:58]([CH2:59][C:60]1[CH:61]=[CH:62][CH:63]=[CH:64][CH:65]=1)[C:57]([N:53]1[CH2:54][CH2:55][CH2:56][C@@H:51]([CH2:50][N:48]([CH3:49])[CH3:47])[CH2:52]1)=[O:68])[CH3:67])[CH2:26][C:27]1[CH:36]=[CH:35][C:34]2[C:29](=[CH:30][CH:31]=[CH:32][CH:33]=2)[CH:28]=1)[CH3:21])([CH3:16])([CH3:15])[CH3:14] |f:0.1|. Reported procedure: At 0° C. N-(3-dimethylaminopropyl)-N′-ethylcarbodiimide hydrochloride (379 mg, 1.98 mmol) was added to a solution of (2R)-2-(N-(tert-butoxycarbonyl)-N-methylamino)-3-(2-naphthyl)-propionic acid (651 mg, 1.98 mmol) and 1-hydroxy-7-azabenzotriazole (269 mg, 1.98 mmol) in dichloromethane (10 ml) and N,N-dimethylformamide (5 ml). The reaction mixture was stirred for 20 min at 0° C. A solution of (2R)-1-((3S)-3-((dimethylamino)methyl)piperidin-1-yl)-2-methylamino-3-phenylpropan-1-one (600 mg, 1.98 mm... Starting materials: CC(C)(C)c1ccc(N)cc1, COC(=O)c1ccc(C(=O)[O-])cc1, CCN(C(C)C)C(C)C, O=S(Cl)Cl. Product: COC(=O)c1ccc(C(=O)Nc2ccc(C(C)(C)C)cc2)cc1. RXN SMILES: [C:14]([CH3:15])([CH3:16])([CH3:17])[c:18]1[cH:19][cH:20][c:21]([NH2:22])[cH:23][cH:24]1.[C:1]([c:2]1[cH:3][cH:4][c:5]([C:6](=[O:7])[O-:8])[cH:9][cH:10]1)(=[O:11])[O:12][CH3:13].[CH:25]([N:26]([CH2:27][CH3:28])[CH:29]([CH3:30])[CH3:31])([CH3:32])[CH3:33].[S:34]([Cl:35])([Cl:36])=[O:37]>>[C:1]([c:2]1[cH:3][cH:4][c:5]([C:6](=[O:8])[NH:22][c:21]2[cH:20][cH:19][c:18]([C:14]([CH3:15])([CH3:16])[CH3:17])[cH:24][cH:23]2)[cH:9][cH:10]1)(=[O:11])[O:12][CH3:13].